Dataset: the Open Reaction Database (ORD), a public repository of structured organic reaction records. Task: describe an organic reaction: reactants, conditions, products, and yield Reactants: C1CCOC1, C=CCN(C(=O)OCc1ccccc1)c1cc(C(=O)OC)cc(C(=O)N(C)C)c1, CO, Cl, [Na+], [OH-]. The product is C=CCN(C(=O)OCc1ccccc1)c1cc(C(=O)O)cc(C(=O)N(C)C)c1. Reaction SMILES: [CH2:33]1[O:34][CH2:35][CH2:36][CH2:37]1.[CH3:1][O:2][C:3]([c:4]1[cH:5][c:6]([C:7](=[O:8])[N:9]([CH3:10])[CH3:11])[cH:12][c:13]([N:15]([C:16](=[O:17])[O:18][CH2:19][c:20]2[cH:21][cH:22][cH:23][cH:24][cH:25]2)[CH2:26][CH:27]=[CH2:28])[cH:14]1)=[O:29].[CH3:38][OH:39].[ClH:32].[Na+:31].[OH-:30]>>[O:2]=[C:3]([c:4]1[cH:5][c:6]([C:7](=[O:8])[N:9]([CH3:10])[CH3:11])[cH:12][c:13]([N:15]([C:16](=[O:17])[O:18][CH2:19][c:20]2[cH:21][cH:22][cH:23][cH:24][cH:25]2)[CH2:26][CH:27]=[CH2:28])[cH:14]1)[OH:29]. Starting materials: BrC1=C(C=O)C=CC=C1 (bromobenzaldehyde), N1=CC=CC=C1 (pyridine). Reagents/catalysts: [C-]#[C-].[Cu+2] (copper acetylide salt). Reaction conditions: temperature 127.8 celsius. The product is C(#C)C1=C(C=O)C=CC=C1 (ethynyl benzaldehyde). RXN SMILES: Br[C:2]1[CH:9]=[CH:8][CH:7]=[CH:6][C:3]=1[CH:4]=[O:5].N1C=CC=[CH:12][CH:11]=1>[C-]#[C-].[Cu+2]>[C:11]([C:2]1[CH:9]=[CH:8][CH:7]=[CH:6][C:3]=1[CH:4]=[O:5])#[CH:12] |f:2.3|. Procedure details: The protected ethynyl benzaldehyde was prepared as follows. In a 50 ml. two-necked round bottom flask equipped with a magnetic stirring bar, argon inlet, and a reflux condenser was placed 1.62 g. (0.0087 mol.) of bromobenzaldehyde and 28.3 ml. dry pyridine. The pyridine had been dried over sodium hydroxide pellets and distilled. The flask was purged with argon while stirring and 1.58 g. (0.0084 mol.) of the copper acetylide salt was added during the argon flush. Upon addition of the copper acety... Solvent: CO (methanol), CO (methanol). Conditions: time 72 hour. RXN SMILES: [CH:1]([C:3]1[CH:11]=[CH:10][C:6]([CH:7]2O[CH2:8]2)=[CH:5][CH:4]=1)=[CH2:2].NC(N)=S>CO>[CH:1]([C:3]1[CH:11]=[CH:10][C:6]([CH:7]=[CH2:8])=[CH:5][CH:4]=1)=[CH2:2]. Reported procedure: In a one-liter flask equipped with a stirrer and a thermometer was placed 300 ml of methanol. Thereto was added 100 g of 4-vinylstyrene oxide. With keeping the flask inside temperature at 5° to 10° C., 35 g of thiourea was added slowly. The mixture was stirred for 72 hours. After completion of the reaction, methanol was removed by distillation. The concentrate was water-washed to obtain 60 g of 4-vinylstyrene eipsulfide. In the proton NMR spectrum of the product, 4, 1, 1, 1, 1 and 2 protons were... Product: C(=C)C1=CC=C(C=C)C=C1 (4-vinylstyrene). Isolated yield 67.4%. The reactants are C(=C)C1=CC=C(C2CO2)C=C1 (4-vinylstyrene oxide), NC(=S)N (thiourea). Reactants: CC(C)(C)OC(=O)N1CC=C(c2cc3c(Cl)ncnc3[nH]2)CC1, CC(C)(C)OC(=O)OC(=O)OC(C)(C)C, CCCCO, CS(C)=O, CCN(C(C)C)C(C)C, C1=C(c2cc3c(On4nnc5cccnc54)ncnc3[nH]2)CCNC1, On1nnc2cccnc21. Yields the product CC(C)(C)OC(=O)N1CC=C(c2cc3c(On4nnc5cccnc54)ncnc3[nH]2)CC1. Reaction SMILES: [C:1]([CH3:2])([CH3:3])([CH3:4])[O:5][C:6](=[O:7])[N:8]1[CH2:9][CH2:10][C:11]([c:14]2[cH:15][c:16]3[c:17]([n:18][cH:19][n:20][c:21]3[Cl:22])[nH:23]2)=[CH:12][CH2:13]1.[C:59]([O:60][C:61]([O:62][C:63]([O:64][C:65]([CH3:66])([CH3:67])[CH3:68])=[O:69])=[O:70])([CH3:71])([CH3:72])[CH3:73].[CH2:83]([OH:84])[CH2:85][CH2:86][CH3:87].[CH3:88][S:89]([CH3:90])=[O:91].[CH:74]([N:75]([CH2:76][CH3:77])[CH:78]([CH3:79])[CH3:80])([CH3:81])[CH3:82].[NH:34]1[CH2:35][CH:36]=[C:37]([c:38]2[nH:39][c:40]3[n:41][cH:42][n:43][c:44]([O:45][n:46]4[c:47]5[n:48][cH:49][cH:50][cH:51][c:52]5[n:53][n:54]4)[c:55]3[cH:56]2)[CH2:57][CH2:58]1.[OH:24][n:25]1[n:26][n:27][c:28]2[c:29]1[n:30][cH:31][cH:32][cH:33]2>>[C:1]([CH3:2])([CH3:3])([CH3:4])[O:5][C:6](=[O:7])[N:8]1[CH2:9][CH2:10][C:11]([c:14]2[cH:15][c:16]3[c:17]([n:18][cH:19][n:20][c:21]3[O:24][n:25]3[n:26][n:27][c:28]4[c:29]3[n:30][cH:31][cH:32][cH:33]4)[nH:23]2)=[CH:12][CH2:13]1. Starting materials: C(=O)(N1C=NC=C1)N1C=NC=C1 (1,1'-carbonyldiimidazole), C(CC(=O)[O-])(=O)OC(C)(C)C (mono-tert-butyl malonate), CC1(OC(C(O1)=O)CC(=O)O)C (2,2-dimethyl-1,3-dioxolan-4-on-5-ylacetic acid), [Cl-].[Mg+2].[Cl-] (magnesium chloride). Solvent: O1CCCC1 (tetrahydrofuran), CN(C=O)C (dimethylformamide), O1CCCC1 (tetrahydrofuran), C(C)N(CC)CC (triethylamine). The product is CC1(OC(C(O1)=O)CC(CC(=O)OC(C)(C)C)=O)C (tert-butyl 4-(2,2-dimethyl-1,3-dioxolan-4-on-5-yl)-3-oxobutyrate). Yield: 77.2%. As a reaction SMILES: [C:1]([O:7][C:8]([CH3:11])([CH3:10])[CH3:9])(=[O:6])[CH2:2][C:3]([O-:5])=O.[Cl-].[Mg+2].[Cl-].[CH3:15][C:16]1([CH3:26])[O:20][C:19](=[O:21])[CH:18]([CH2:22]C(O)=O)[O:17]1.C(N1C=CN=C1)(N1C=CN=C1)=O>O1CCCC1.CN(C)C=O.C(N(CC)CC)C>[CH3:15][C:16]1([CH3:26])[O:20][C:19](=[O:21])[CH:18]([CH2:22][C:3](=[O:5])[CH2:2][C:1]([O:7][C:8]([CH3:11])([CH3:10])[CH3:9])=[O:6])[O:17]1 |f:1.2.3|. Procedure details: 132 g of mono-tert-butyl malonate was dissolved in 1.5 μl of tetrahydrofuran, and 49.2 g of magnesium chloride and 134 ml of triethylamine were added thereto with stirring under cooling with ice. The mixture was stirred at room temperature for 3 hours. Added to this solution was a liquid separately prepared by stirring 60.0 g of 2,2-dimethyl-1,3-dioxolan-4-on-5-ylacetic acid (Tetrahedron Letter, vol. 28, p. 1685 (1987)) in a liquid mixture of 500 ml of tetrahydrofuran and 100 ml of dimethylforma... The reactants are FC(S(=O)(=O)OC1=CC(=CC2=CC(=CC=C12)OCC1=CC=CC=C1)C(=O)OC)(F)F (1-trifluoromethylsulfonyloxy-3-carbomethoxy-6-benzyloxynaphthalene), [Li+].[Cl-] (LiCl), C(=C)[Sn](CCCC)(CCCC)CCCC (vinyl-tributyltin). Reagents/catalysts: [Pd](Cl)Cl.C1(=CC=CC=C1)P(C1=CC=CC=C1)C1=CC=CC=C1.C1(=CC=CC=C1)P(C1=CC=CC=C1)C1=CC=CC=C1 (bis(triphenyl-phosphine) palladium (II) chloride). Solvent: CN(C)C=O (DMF). Product: C(=C)C1=CC(=CC2=CC(=CC=C12)OCC1=CC=CC=C1)C(=O)OC (1-vinyl-3-carbomethoxy-6-benzyloxynaphthalene). The yield is 67.3%. Reaction SMILES: FC(F)(F)S(O[C:7]1[C:16]2[C:11](=[CH:12][C:13]([O:17][CH2:18][C:19]3[CH:24]=[CH:23][CH:22]=[CH:21][CH:20]=3)=[CH:14][CH:15]=2)[CH:10]=[C:9]([C:25]([O:27][CH3:28])=[O:26])[CH:8]=1)(=O)=O.[Li+].[Cl-].[CH:33]([Sn](CCCC)(CCCC)CCCC)=[CH2:34]>CN(C=O)C.[Pd](Cl)Cl.C1(P(C2C=CC=CC=2)C2C=CC=CC=2)C=CC=CC=1.C1(P(C2C=CC=CC=2)C2C=CC=CC=2)C=CC=CC=1>[CH:33]([C:7]1[C:16]2[C:11](=[CH:12][C:13]([O:17][CH2:18][C:19]3[CH:24]=[CH:23][CH:22]=[CH:21][CH:20]=3)=[CH:14][CH:15]=2)[CH:10]=[C:9]([C:25]([O:27][CH3:28])=[O:26])[CH:8]=1)=[CH2:34] |f:1.2,5.6.7|. Reported procedure: A solution of 0.5 g (1.4 mmol) of 1-trifluoromethylsulfonyloxy-3-carbomethoxy-6-benzyloxynaphthalene in 20 ml of DMF is stirred at 25° C. for 18 hours with 0.18 g (4.27 mmol, 3 eq) of LiCl, 0.46 ml (1.57 mmol, 1.1 eq) of vinyl-tributyltin and 0.019 g (0.03 mmol, 0.02 eq) bis(triphenyl-phosphine) palladium (II) chloride. The mixture is partitioned between ethyl acetate and 1N HCl. The organics are dried (MgSO4) and concentrated in vacuo. Purification by flash silica gel chromatography using 5% et... The reactants are C(CC(C)C)C(C(=O)C(C(=O)OC)C(=O)OC)(CCC(C)C)C1=CC=CC=C1 (Dimethyl 2-(2-isopentyl-5-methyl-2-phenylhexanoyl)malonate), C1(=CC=CC=C1)C(C(=O)C(C(=O)OCC)C(=O)OCC)(CCC)CCC (Diethyl 2-(2-phenyl-2-propylpentanoyl)malonate). Product: OC1=C(C(C(C2=CC=CC=C12)(CCC(C)C)CCC(C)C)=O)C(=O)OC (Methyl 1-hydroxy-4,4-diisopentyl-3-oxo-3,4-dihydro-2-naphthalenecarboxylate). As a reaction SMILES: [CH2:1]([C:6]([C:23]1[CH:28]=[CH:27][CH:26]=[CH:25][CH:24]=1)([CH2:18][CH2:19][CH:20]([CH3:22])[CH3:21])[C:7]([CH:9]([C:14]([O:16]C)=O)[C:10]([O:12][CH3:13])=[O:11])=[O:8])[CH2:2][CH:3]([CH3:5])[CH3:4].C1(C(CCC)(CCC)C(C(C(OCC)=O)C(OCC)=O)=O)C=CC=CC=1>>[OH:16][C:14]1[C:28]2[C:23](=[CH:24][CH:25]=[CH:26][CH:27]=2)[C:6]([CH2:18][CH2:19][CH:20]([CH3:21])[CH3:22])([CH2:1][CH2:2][CH:3]([CH3:5])[CH3:4])[C:7](=[O:8])[C:9]=1[C:10]([O:12][CH3:13])=[O:11]. Procedure: The title compound was prepared according to the procedure of Example 1F, substituting the product of Example 6E for the product of Example 1E. 1H NMR (300 MHz, CDCl3): δ 15.02 (d, J=4.04 Hz, 1 H), 8.21 (m, 1 H), 7.61 (m, 1 H), 7.41 (m, 2 H), 3.99 (s, 3H), 2.26 (m, 2 H), 1.92 (m, 2 H), 1.30 (m, 2 H), 0.79 (m, 14 H), 0.47 (m, 2 H). Starting materials: ClC1=CC(=NC2=CC=CC=C12)N1CC2=C(CCC1)C=CC(=C2)OCC (2-(4-chloroquinolin-2-yl)-8-ethoxy-2,3,4,5-tetrahydro-1H-2-benzazepine), C(CN)N (ethane-1,2-diamine). Reaction conditions: temperature 160 celsius, time 2 hour. Product: C(C)OC1=CC2=C(CCCN(C2)C2=NC3=CC=CC=C3C(=C2)NCCN)C=C1 (N-[2-(8-Ethoxy-1,3,4,5-tetrahydro-2H-2-benzazepin-2-yl)quinolin-4-yl]ethane-1,2-diamine). Isolated yield 40.0%. Reaction SMILES: Cl[C:2]1[C:11]2[C:6](=[CH:7][CH:8]=[CH:9][CH:10]=2)[N:5]=[C:4]([N:12]2[CH2:18][CH2:17][CH2:16][C:15]3[CH:19]=[CH:20][C:21]([O:23][CH2:24][CH3:25])=[CH:22][C:14]=3[CH2:13]2)[CH:3]=1.[CH2:26]([NH2:29])[CH2:27][NH2:28]>>[CH2:24]([O:23][C:21]1[CH:20]=[CH:19][C:15]2[CH2:16][CH2:17][CH2:18][N:12]([C:4]3[CH:3]=[C:2]([NH:28][CH2:27][CH2:26][NH2:29])[C:11]4[C:6](=[CH:7][CH:8]=[CH:9][CH:10]=4)[N:5]=3)[CH2:13][C:14]=2[CH:22]=1)[CH3:25]. Reported procedure: The mixture of 2-(4-chloroquinolin-2-yl)-8-ethoxy-2,3,4,5-tetrahydro-1H-2-benzazepine (28 mg, 0.79 mmol) and ethane-1,2-diamine (0.5 mL) was heated with stirring in a 5 mL microwave process vial for 2 hours at 160° C. under microwave irradiation. The solvent was removed under reduced pressure and the residue was purified by preparative HPLC to give 12 mg of product (yield was 40%). MS obsd. (ESI+) [(M+H)+] 377. 1H NMR (400 MHz, CD3OD) δ ppm 7.88 (d, J=7.6 Hz, 1 H,), 7.62 (d, J=8.0 Hz, 1 H), 7.57... Reactants: solution, [N+](=[N-])=C (diazomethane), CSC=1C=C(C=C(C1O)SC)CCCCCCCCO (8-{3,5-bis(methylthio)-4-hydroxyphenyl}octanol). Reagents/catalysts: C(C)(=O)O (acetic acid). Solvent: CCOCC (ether), C(Cl)(Cl)Cl (chloroform). Reaction conditions: temperature 0 celsius, time 6 hour. The product is CSC=1C=C(C=C(C1OC)SC)CCCCCCCCO (8-{3,5-bis(methylthio)-4-methoxyphenyl}octanol). Isolated yield 62.0%. As a reaction SMILES: [CH3:1][S:2][C:3]1[CH:4]=[C:5]([CH2:12][CH2:13][CH2:14][CH2:15][CH2:16][CH2:17][CH2:18][CH2:19][OH:20])[CH:6]=[C:7]([S:10][CH3:11])[C:8]=1[OH:9].[N+](=[CH2:23])=[N-]>C(Cl)(Cl)Cl.CCOCC.C(O)(=O)C>[CH3:11][S:10][C:7]1[CH:6]=[C:5]([CH2:12][CH2:13][CH2:14][CH2:15][CH2:16][CH2:17][CH2:18][CH2:19][OH:20])[CH:4]=[C:3]([S:2][CH3:1])[C:8]=1[O:9][CH3:23]. Procedure details: 320 mg of compound 1 was dissolved in chloroform and 10 ml of a solution of diazomethane in ether (about 0.5M) was added thereto dropwise at 0° C. After stirring at 0° C. for 6 hours, several drops of acetic acid were added thereto. After the completion of the reaction, the mixture was extracted with ether. The extract was concentrated and subjected to column chyromatography (silica gel, ethyl acetate: hexane=1:5-1:4). As a result, 206 mg of the desired compound was obtained (yield: 62%).